This data is from the Open Reaction Database (ORD), a public repository of structured organic reaction records. The task is: describe an organic reaction: reactants, conditions, products, and yield Starting materials: BrC1=CC=C(C=C1)NC1=NC=CC=N1 (N-(4-bromophenyl)pyrimidin-2-amine), [C@@H]1([C@@H](CCCC1)N)N (trans-1,2-cyclohexanediamine), CC(C)([O-])C.[Na+] (sodium-tert-butoxide). Reagents/catalysts: [Cu](I)I (copper iodide). Solvent: O1CCOCC1 (dioxane). Run at temperature 110 celsius, time 22 hour. The product is BrC1=CC=C(C=C1)N(C1=NC=CC=N1)C1=CC=CC=C1 (N-(4-bromophenyl)-N-phenylpyrimidin-2-amine). RXN SMILES: [Br:1][C:2]1[CH:7]=[CH:6][C:5]([NH:8][C:9]2[N:14]=[CH:13][CH:12]=[CH:11][N:10]=2)=[CH:4][CH:3]=1.[C@@H:15]1(N)[CH2:20][CH2:19][CH2:18][CH2:17][C@H:16]1N.CC(C)([O-])C.[Na+]>O1CCOCC1.[Cu](I)I>[Br:1][C:2]1[CH:3]=[CH:4][C:5]([N:8]([C:15]2[CH:20]=[CH:19][CH:18]=[CH:17][CH:16]=2)[C:9]2[N:10]=[CH:11][CH:12]=[CH:13][N:14]=2)=[CH:6][CH:7]=1 |f:2.3|. Procedure details: Under an argon atmosphere, a suspension of N-(4-bromophenyl)pyrimidin-2-amine (250 mg), copper iodide (1.9 mg), trans-1,2-cyclohexanediamine (0.015 ml) and sodium-tert-butoxide (144 mg) in dioxane (1 ml) was stirred at 110° C. for 22 hours in a pressure-resistant test tube. The reaction solution was filtered and the filtrate was concentrated. The residue was purified by thin layer chromatography (silica gel, mobile phase: chloroform/ethyl acetate=5/1) to obtain N-(4-bromophenyl)-N-phenylpyrimidi... Reactants: ClC=1C(N(C2=CC(=C(C=C2N1)C(=O)OC)F)CC1=CC=C(C=C1)OC)=O (Methyl 3-chloro-7-fluoro-1-(4-methoxybenzyl)-2-oxo-1,2-dihydroquinoxaline-6-carboxylate), S(O)(O)(=O)=O (sulfuric acid). The solvent is ice water. Yields the product ClC=1C(NC2=CC(=C(C=C2N1)C(=O)OC)F)=O (methyl 3-chloro-7-fluoro-2-oxo-1,2-dihydroquinoxaline-6-carboxylate). As a reaction SMILES: [Cl:1][C:2]1[C:3](=[O:26])[N:4](CC2C=CC(OC)=CC=2)[C:5]2[C:10]([N:11]=1)=[CH:9][C:8]([C:12]([O:14][CH3:15])=[O:13])=[C:7]([F:16])[CH:6]=2.S(=O)(=O)(O)O>>[Cl:1][C:2]1[C:3](=[O:26])[NH:4][C:5]2[C:10]([N:11]=1)=[CH:9][C:8]([C:12]([O:14][CH3:15])=[O:13])=[C:7]([F:16])[CH:6]=2. Procedure details: Methyl 3-chloro-7-fluoro-1-(4-methoxybenzyl)-2-oxo-1,2-dihydroquinoxaline-6-carboxylate (4.0 g, 10.62 mmol) was added to sulfuric acid (conc, 15 ml) in several batches with stirring at room temperature, and then stirred for 10 minutes. The resulting solution was diluted with ice-water (100 ml) and extracted with ethyl acetate (3×200 ml). The organic layers were combined and dried over anhydrous magnesium sulfate and concentrated in vacuo to afford methyl 3-chloro-7-fluoro-2-oxo-1,2-dihydroquinox... Reactants: CC1(OB(OC1(C)C)C=1C=CC(=NC1)C=1C=NC(=NC1)N)C (5-(5-(4,4,5,5-tetramethyl-1,3,2-dioxaborolan-2-yl)pyridin-2-yl)pyrimidin-2-amine), BrC1=C(C=CC=C1)S(=O)(=O)NC[C@@H](C)O ((R)-2-bromo-N-(2-hydroxypropyl)benzenesulfonamide). Product: NC1=NC=C(C=N1)C1=CC=C(C=N1)C1=C(C=CC=C1)S(=O)(=O)NC[C@@H](C)O (2-[6-(2-Aminopyrimidin-5-yl)pyridin-3-yl]-N-[(2R)-2-hydroxypropyl]benzenesulfonamide). As a reaction SMILES: CC1(C)C(C)(C)OB([C:9]2[CH:10]=[CH:11][C:12]([C:15]3[CH:16]=[N:17][C:18]([NH2:21])=[N:19][CH:20]=3)=[N:13][CH:14]=2)O1.Br[C:24]1[CH:29]=[CH:28][CH:27]=[CH:26][C:25]=1[S:30]([NH:33][CH2:34][C@H:35]([OH:37])[CH3:36])(=[O:32])=[O:31]>>[NH2:21][C:18]1[N:19]=[CH:20][C:15]([C:12]2[N:13]=[CH:14][C:9]([C:24]3[CH:29]=[CH:28][CH:27]=[CH:26][C:25]=3[S:30]([NH:33][CH2:34][C@H:35]([OH:37])[CH3:36])(=[O:32])=[O:31])=[CH:10][CH:11]=2)=[CH:16][N:17]=1. Reported procedure: The title compound was prepared in a manner similar to that described in Example 427 using 5-(5-(4,4,5,5-tetramethyl-1,3,2-dioxaborolan-2-yl)pyridin-2-yl)pyrimidin-2-amine and (R)-2-bromo-N-(2-hydroxypropyl)benzenesulfonamide. MS (ESI): mass calcd. for C18H19N5O3S, 385.12; m/z found, 386.1 [M+H]+. 1H NMR (500 MHz, CD3OD) δ 8.92 (s, 2H), 8.60 (dd, J=2.3, 0.8, 1H), 8.09 (dd, J=8.0, 1.3, 1H), 7.91 (dd, J=8.2, 2.3, 1H), 7.82 (dd, J=8.2, 0.9, 1H), 7.70 (m, 1H), 7.62 (m, 1H), 7.41 (dd, J=7.6, 1.4, 1H)... Reactants: Br.C(C1=CC=CC=C1)N1CC2=C(C(=CC=C2C(C1)C1=CC(=C(C=C1)O)O)O)[N+](=O)[O-] (2-benzyl-4-(3,4-dihydroxyphenyl)-7-hydroxy-8-nitro-1,2,3,4-tetrahydroisoquinoline hydrobromide), paradium-carbon. The solvent is C(C)O (ethanol). Product: Br.NC=1C(=CC=C2C(CNCC12)C1=CC(=C(C=C1)O)O)O (8-amino-4-(3,4-dihydroxyphenyl)-7-hydroxy-1,2,3,4-tetrahydroisoquinoline hydrobromide). Yield: 112.9%. Reaction SMILES: [BrH:1].C([N:9]1[CH2:18][CH:17]([C:19]2[CH:24]=[CH:23][C:22]([OH:25])=[C:21]([OH:26])[CH:20]=2)[C:16]2[C:11](=[C:12]([N+:28]([O-])=O)[C:13]([OH:27])=[CH:14][CH:15]=2)[CH2:10]1)C1C=CC=CC=1>C(O)C>[BrH:1].[NH2:28][C:12]1[C:13]([OH:27])=[CH:14][CH:15]=[C:16]2[C:11]=1[CH2:10][NH:9][CH2:18][CH:17]2[C:19]1[CH:24]=[CH:23][C:22]([OH:25])=[C:21]([OH:26])[CH:20]=1 |f:0.1,3.4|. Procedure: 700 mg of 2-benzyl-4-(3,4-dihydroxyphenyl)-7-hydroxy-8-nitro-1,2,3,4-tetrahydroisoquinoline hydrobromide was dissolved in 14 ml of ethanol, and by adding thereto 0.07 g of 10% paradium-carbon, hydrogenation reaction was performed at 40° C. The reaction was over, the reaction mixture was filtered, and concentrated. The residue obtained was changed to precipitates by treatment with chloroform, the precipitates were collected by filtration, and dried, affording 590 mg of 8-amino-4-(3,4-dihydroxyphe... Run at time 4 hour. Reported procedure: To 110.0 mg(0.50 mmol of (3S,3aS,4R,4aS,8aR,9S, 9aR)-4,9-epoxy-3-methyl-decahydronaphtho[2,3-c]furan-1(3H)-one in 20 ml of dehydrated tetrahydrofuran solution were added dropwise 2.50 ml(5 equivalents) of lithium bis(trimethylsilyl)amide-tetrahydrofuran solution (1M) at −78° C. (internal temperature) under an atmosphere of argon, and the mixture was stirred for about 4 hours while raising temperature naturally. At −40° C., 2 ml of saturated aqueous solution of ammonium chloride were added, which... Isolated yield 90.8%. The solvent is O1CCCC1 (tetrahydrofuran). The product is O[C@@H]1[C@H]2CCCC[C@@H]2C=C2C(O[C@H]([C@@H]21)C)=O ((3S,3aS,4R,4aS,8aR)-4-hydroxy-3-methyl-3a,4,4a,5,6,7,8,8a-octahydronaphtho[2,3-c]furan-1(3H)-one). Reactants: O1[C@@H]2[C@H]3CCCC[C@H]3[C@H]1[C@@H]1C(O[C@H]([C@H]12)C)=O ((3S,3aS,4R,4aS,8aR,9S, 9aR)-4,9-epoxy-3-methyl-decahydronaphtho[2,3-c]furan-1(3H)-one), C[Si](C)(C)[N-][Si](C)(C)C.[Li+].O1CCCC1 (lithium bis(trimethylsilyl)amide tetrahydrofuran), saturated aqueous solution, [Cl-].[NH4+] (ammonium chloride). Reaction SMILES: [O:1]1[C@@H:9]2[C@H:10]3[C@H:14]([C@H:2]1[C@@H:3]1[C@H:8]2[CH2:7][CH2:6][CH2:5][CH2:4]1)[C@H:13]([CH3:15])[O:12][C:11]3=[O:16].C[Si]([N-][Si](C)(C)C)(C)C.[Li+].O1CCCC1.[Cl-].[NH4+]>O1CCCC1>[OH:1][C@H:2]1[C@@H:14]2[C:10]([C:11](=[O:16])[O:12][C@H:13]2[CH3:15])=[CH:9][C@@H:8]2[C@@H:3]1[CH2:4][CH2:5][CH2:6][CH2:7]2 |f:1.2.3,4.5|. Reactants: CC1=CC(=C(C(=C1)C(=O)C)O)[N+](=O)[O-] (2-Hydroxy-5-methyl-3-nitroacetophenone), C(C1=CC=CC=C1)OC1=C(C=C(C=O)C=C1)Cl (4-benzyloxy-3-chlorobenzaldehyde). The product is C(C1=CC=CC=C1)OC1=C(C=C(C=C1)/C=C/C(=O)C1=C(C(=CC(=C1)C)[N+](=O)[O-])O)Cl ((E)-3-[4-(benzyloxy)-3-chlorophenyl]-1-(2-hydroxy-5-methyl-3-nitrophenyl)-2-propen-1-one). Yield: 59.6%. As a reaction SMILES: [CH3:1][C:2]1[CH:7]=[C:6]([C:8]([CH3:10])=[O:9])[C:5]([OH:11])=[C:4]([N+:12]([O-:14])=[O:13])[CH:3]=1.[CH2:15]([O:22][C:23]1[CH:30]=[CH:29][C:26]([CH:27]=O)=[CH:25][C:24]=1[Cl:31])[C:16]1[CH:21]=[CH:20][CH:19]=[CH:18][CH:17]=1>>[CH2:15]([O:22][C:23]1[CH:30]=[CH:29][C:26](/[CH:27]=[CH:10]/[C:8]([C:6]2[CH:7]=[C:2]([CH3:1])[CH:3]=[C:4]([N+:12]([O-:14])=[O:13])[C:5]=2[OH:11])=[O:9])=[CH:25][C:24]=1[Cl:31])[C:16]1[CH:17]=[CH:18][CH:19]=[CH:20][CH:21]=1. Procedure: 2-Hydroxy-5-methyl-3-nitroacetophenone (750 mg, 3.84 mmol) and 4-benzyloxy-3-chlorobenzaldehyde (1 g, 3.84 mmol) were reacted according to the same procedure as Preparation 15 to give 970 mg (Yield 59%) of the title compound. Reactants: CC[O-], CCO, CCc1cc(Cl)nn2c(N)nnc12, [Na+], O. Product: CCOc1cc(CC)c2nnc(N)n2n1. Reaction SMILES: [CH3:15][CH2:16][O-:17].[CH3:19][CH2:20][OH:21].[Cl:1][c:2]1[cH:3][c:4]([CH2:12][CH3:13])[c:5]2[n:6]([n:7]1)[c:8]([NH2:11])[n:9][n:10]2.[Na+:14].[OH2:18]>>[c:2]1([O:17][CH2:16][CH3:15])[cH:3][c:4]([CH2:12][CH3:13])[c:5]2[n:6]([n:7]1)[c:8]([NH2:11])[n:9][n:10]2.